This data is from the Open Reaction Database (ORD), a public repository of structured organic reaction records. The task is: describe an organic reaction: reactants, conditions, products, and yield Starting materials: C(C)(=O)OCC.CCCCCC (ethyl acetate hexane), N1=CC=C(C=C1)C(C)O (4-pyridylethanol), Cl[Si](C)(C)C(C)(C)C (chloro-tert-butyl-dimethylsilane), N1C=NC=C1 (imidazole). The solvent is CN(C=O)C (dimethylformamide). Product: [Si](C)(C)(C(C)(C)C)OCCC1=CC=NC=C1 (4-(tert-butyl-dimethylsilyloxyethyl)-pyridine). As a reaction SMILES: [N:1]1[CH:6]=[CH:5][C:4]([CH:7](O)[CH3:8])=[CH:3][CH:2]=1.Cl[Si:11]([C:14]([CH3:17])([CH3:16])[CH3:15])([CH3:13])[CH3:12].N1C=CN=C1.C(OCC)(=[O:25])C.CCCCCC>CN(C)C=O>[Si:11]([O:25][CH2:8][CH2:7][C:4]1[CH:5]=[CH:6][N:1]=[CH:2][CH:3]=1)([C:14]([CH3:17])([CH3:16])[CH3:15])([CH3:13])[CH3:12] |f:3.4|. Procedure details: A solution of 16.3 g of 4-pyridylethanol, 21.8 g of chloro-tert-butyl-dimethylsilane and 10.9 g of imidazole in 150 ml of dimethylformamide is stirred 1 hour at room temperature. The product is isolated by extraction into ethyl acetate/hexane (1:1) and washed 4 times with 400 ml of water; the extract is filtered through silica gel and concentrated in vacuo to yield 4-(tert-butyl-dimethylsilyloxyethyl)-pyridine. The reactants are C=CCOC(=O)CC(=O)OCC=C, C1CCOC1, COC(=O)c1ccc(CCl)cc1, Cl, [H-], [Na+], C1COCCO1, O. Product: C=CCOC(=O)C(Cc1ccc(C(=O)OC)cc1)C(=O)OCC=C. RXN SMILES: [C:3]([CH2:4][C:5](=[O:6])[O:7][CH2:8][CH:9]=[CH2:10])(=[O:11])[O:12][CH2:13][CH:14]=[CH2:15].[CH2:35]1[O:36][CH2:37][CH2:38][CH2:39]1.[Cl:16][CH2:17][c:18]1[cH:19][cH:20][c:21]([C:22](=[O:23])[O:24][CH3:25])[cH:26][cH:27]1.[ClH:28].[H-:1].[Na+:2].[O:29]1[CH2:30][CH2:31][O:32][CH2:33][CH2:34]1.[OH2:40]>>[C:3]([CH:4]([C:5](=[O:6])[O:7][CH2:8][CH:9]=[CH2:10])[CH2:17][c:18]1[cH:19][cH:20][c:21]([C:22](=[O:23])[O:24][CH3:25])[cH:26][cH:27]1)(=[O:11])[O:12][CH2:13][CH:14]=[CH2:15].